Dataset: the Open Reaction Database (ORD), a public repository of structured organic reaction records. Task: describe an organic reaction: reactants, conditions, products, and yield The reactants are ClC1=CC=C(C=C1)O (4-chlorophenol), CN1C(N(C(C=C1N1CCN(CC1)CCCOC1=CC(=C(C=C1)Cl)Cl)=O)C)=O (1,3-dimethyl-6-[4-(3-[3,4-dichlorophenoxy]propyl)piperazin-1-yl]-2,4(1H,3H)-pyrimidinedione), ClC=1C=C(C=CC1Cl)O (3,4-dichlorophenol). Yields the product Cl.CN1C(N(C(C=C1N1CCN(CC1)CCCOC1=CC(=C(C=C1)Cl)Cl)=O)C)=O (1,3-dimethyl-6-[4-(3-[3,4-dichlorophenoxy]propyl)piperazin-1-yl]-2,4(1H,3H)-pyrimidinedione.hydrochloride). RXN SMILES: [Cl:1]C1C=CC(O)=CC=1.ClC1C=C(O)C=CC=1Cl.[CH3:18][N:19]1[C:24]([N:25]2[CH2:30][CH2:29][N:28]([CH2:31][CH2:32][CH2:33][O:34][C:35]3[CH:40]=[CH:39][C:38]([Cl:41])=[C:37]([Cl:42])[CH:36]=3)[CH2:27][CH2:26]2)=[CH:23][C:22](=[O:43])[N:21]([CH3:44])[C:20]1=[O:45]>>[ClH:1].[CH3:18][N:19]1[C:24]([N:25]2[CH2:30][CH2:29][N:28]([CH2:31][CH2:32][CH2:33][O:34][C:35]3[CH:40]=[CH:39][C:38]([Cl:41])=[C:37]([Cl:42])[CH:36]=3)[CH2:27][CH2:26]2)=[CH:23][C:22](=[O:43])[N:21]([CH3:44])[C:20]1=[O:45] |f:3.4|. Reported procedure: The same treatment as in Example 3 was effected except that 4-chlorophenol was replaced with 3,4-dichlorophenol, thereby obtaining 10.5 g of the crystals of 1,3-dimethyl-6-[4-(3-[3,4-dichlorophenoxy]propyl)piperazin-1-yl]-2,4(1H,3H)-pyrimidinedione. Reactants: CNC=1SC=C(N1)C=1C=NC=CC1 (N-methyl-4-(3-pyridinyl)-2-thiazolamine), BrCCCCC (1-bromopentane), Cl (HCl). The solvent is O (water). The product is CNC=1SC=C(N1)C=1CN(CCC1)CCCCC (N-methyl-4-(1,2,5,6-tetrahydro-1-pentyl-3-pyridinyl)-2-thiazolamine). Isolated yield 53.0%. As a reaction SMILES: [CH3:1][NH:2][C:3]1[S:4][CH:5]=[C:6]([C:8]2[CH:9]=[N:10][CH:11]=[CH:12][CH:13]=2)[N:7]=1.Br[CH2:15][CH2:16][CH2:17][CH2:18][CH3:19].Cl>O>[CH3:1][NH:2][C:3]1[S:4][CH:5]=[C:6]([C:8]2[CH2:9][N:10]([CH2:15][CH2:16][CH2:17][CH2:18][CH3:19])[CH2:11][CH2:12][CH:13]=2)[N:7]=1. Reported procedure: The procedure of Example 1 was repeated, using the N-methyl-4-(3-pyridinyl)-2-thiazolamine prepared in Example 14 and an excess of 1-bromopentane as the reactants. The title compound was purified by column chromatography (53% yield) and converted to its HCl salt by the procedure of Example 2. The salt obtained (mp 168°-172° C.) contained 1.5 molecules of HCl and one molecule of water.